This data is from the Open Reaction Database (ORD), a public repository of structured organic reaction records. The task is: describe an organic reaction: reactants, conditions, products, and yield Reactants: O (water), C(C1=CC=CC=C1)OC(=O)NC(C(=O)OCC1=CC=CC=C1)CCP(=O)(OC1=CC(=CC=C1)[N+](=O)[O-])OC (benzyl 2-(N-benzyloxycarbonylamino)-4-[methyl(3-nitrophenyl)phosphono]butanoate), C1(=CC=CC=C1)OC (anisole), [Cl-].[Cl-].[Cl-].[Al+3] (aluminum trichloride). The solvent is [N+](=O)([O-])C (nitromethane). Run at time 3 hour. Product: NC(C(=O)O)CCP(=O)(OC1=CC(=CC=C1)[N+](=O)[O-])OC (2-amino-4-[methyl(3-nitrophenyl)phosphono]butanoic acid). The yield is 62.5%. As a reaction SMILES: C(OC([NH:11][CH:12]([CH2:23][CH2:24][P:25]([O:37][CH3:38])([O:27][C:28]1[CH:33]=[CH:32][CH:31]=[C:30]([N+:34]([O-:36])=[O:35])[CH:29]=1)=[O:26])[C:13]([O:15]CC1C=CC=CC=1)=[O:14])=O)C1C=CC=CC=1.C1(OC)C=CC=CC=1.[Cl-].[Cl-].[Cl-].[Al+3].O>[N+](C)([O-])=O>[NH2:11][CH:12]([CH2:23][CH2:24][P:25]([O:37][CH3:38])([O:27][C:28]1[CH:33]=[CH:32][CH:31]=[C:30]([N+:34]([O-:36])=[O:35])[CH:29]=1)=[O:26])[C:13]([OH:15])=[O:14] |f:2.3.4.5|. Reported procedure: Next, 1.09 g (2.01 mmol) of benzyl 2-(N-benzyloxycarbonylamino)-4-[methyl(3-nitrophenyl)phosphono]butanoate and 1.30 g (12.0 mmol) of anisole were dissolved in 10 mL of dry nitromethane and mixed with 0.80 g (6.00 mmol) of aluminum trichloride and reaction was carried out at room temperature for 3 hours. Thereafter, 20 mL of water was added and stirred for 10 minutes. The mixture was washed with 50 mL of ether three times and the water layer was removed, and methanol was added to adjust the fina... Product: COC(C1=CC(=CC(=C1)OC1=CC=C(C=C1)S(=O)(=O)C(F)(F)F)OC1=CC=C(C=C1)S(=O)(=O)C(F)(F)F)=O (3,5-bis-(4-trifluoromethanesulfonyl-phenoxy)-benzoic acid methyl ester). Procedure: A mixture of methyl 3,5-dihydroxybenzoate (100 mg, 0.595 mmol), 4-(trifluoromethylsulfonyl)chlorobenzene (291 mg, 1.189 mmol) and potassium carbonate (330 mg, 2.379 mmol) was heated in DMF to give 3,5-bis-(4-trifluoromethanesulfonyl-phenoxy)-benzoic acid methyl ester. It was then hydrolysed with potassium hydroxide (25 mg) in THF (10 mL) and water (10 mL) to give the title compound. 1H NMR (300 MHz, DMSO-d6) δ 8.11 (d, J=9.2 Hz, 4H), 7.57 (d, J=2.11 Hz, 2H), 7.39 (d, J=9.2 Hz, 4H), 7.39 (m, 1H). Solvent: CN(C)C=O (DMF). As a reaction SMILES: [OH:1][C:2]1[CH:3]=[C:4]([CH:9]=[C:10]([OH:12])[CH:11]=1)[C:5]([O:7][CH3:8])=[O:6].[F:13][C:14]([F:26])([F:25])[S:15]([C:18]1[CH:23]=[CH:22][C:21](Cl)=[CH:20][CH:19]=1)(=[O:17])=[O:16].C(=O)([O-])[O-].[K+].[K+]>CN(C=O)C>[CH3:8][O:7][C:5](=[O:6])[C:4]1[CH:3]=[C:2]([O:1][C:21]2[CH:22]=[CH:23][C:18]([S:15]([C:14]([F:26])([F:25])[F:13])(=[O:17])=[O:16])=[CH:19][CH:20]=2)[CH:11]=[C:10]([O:12][C:21]2[CH:20]=[CH:19][C:18]([S:15]([C:14]([F:25])([F:13])[F:26])(=[O:17])=[O:16])=[CH:23][CH:22]=2)[CH:9]=1 |f:2.3.4|. Starting materials: OC=1C=C(C(=O)OC)C=C(C1)O (methyl 3,5-dihydroxybenzoate), FC(S(=O)(=O)C1=CC=C(C=C1)Cl)(F)F (4-(trifluoromethylsulfonyl)chlorobenzene), C([O-])([O-])=O.[K+].[K+] (potassium carbonate). Starting materials: Cl.Cl.Cl.CN1CC(NCC1)CN1CCCC1 (1-methyl-3-(pyrrolidin-1-ylmethyl)piperazine trihydrochloride), ClC=1C=C2C(CCC(C2=CC1)C(=O)Cl)=O (6-chloro-1,2,3,4-tetrahydro-4-oxo-1-naphthoyl chloride). Run in C(C)N(CC)CC (triethylamine). Yields the product Cl.Cl.ClC=1C=C2C(CCC(C2=CC1)C(=O)N1C(CN(CC1)C)CN1CCCC1)=O (1-(6-chloro-1,2,3,4-tetrahydro-4-oxo-1-naphthoyl)-4-methyl-2-(pyrrolidin-1-ylmethyl)piperazine dihydrochloride). Yield: 111.1%. RXN SMILES: [ClH:1].Cl.Cl.[CH3:4][N:5]1[CH2:10][CH2:9][NH:8][CH:7]([CH2:11][N:12]2[CH2:16][CH2:15][CH2:14][CH2:13]2)[CH2:6]1.[Cl:17][C:18]1[CH:19]=[C:20]2[C:25](=[CH:26][CH:27]=1)[CH:24]([C:28](Cl)=[O:29])[CH2:23][CH2:22][C:21]2=[O:31]>C(N(CC)CC)C>[ClH:17].[ClH:1].[Cl:17][C:18]1[CH:19]=[C:20]2[C:25](=[CH:26][CH:27]=1)[CH:24]([C:28]([N:8]1[CH2:9][CH2:10][N:5]([CH3:4])[CH2:6][CH:7]1[CH2:11][N:12]1[CH2:16][CH2:15][CH2:14][CH2:13]1)=[O:29])[CH2:23][CH2:22][C:21]2=[O:31] |f:0.1.2.3,6.7.8|. Procedure details: The procedure described in Example 24 was repeated, but using 1.0 g of 1-methyl-3-(pyrrolidin-1-ylmethyl)piperazine trihydrochloride, 2.1 ml of triethylamine and 0.87 g of 6-chloro-1,2,3,4-tetrahydro-4-oxo-1-naphthoyl chloride, to afford 0.92 g of the title compound, melting at 268°-274° C. (dec.).